From a dataset of the Open Reaction Database (ORD), a public repository of structured organic reaction records. describe an organic reaction: reactants, conditions, products, and yield The reactants are C(C)(C)(C)OC(NCC=1N(C(C2=CC=C(C=C2C1OCCCC)CC#N)=O)CC(C)(C)C)=O (tert-butyl[4-butoxy-6-(cyanomethyl)-2-neopentyl-1oxo-1,2-dihydro-3-isoquinolinyl]methylcarbamate), [OH-].[K+] (potassium hydroxide), Cl.C(C)N=C=NCCCN(C)C (1-ethyl-3-(3-dimethylaminopropyl)carbodiimide hydrochloride), [NH4+].ON1N=NC2=C1C=CC=C2 (1-hydroxybenzotriazole ammonium salt), Cl (hydrochloric acid). The solvent is C(C)O (ethanol), O (water), O (water), CN(C=O)C (N,N-dimethylformamide), O (water). Product: C(C)(C)(C)OC(NCC=1N(C(C2=CC=C(C=C2C1OCCCC)CC(=O)N)=O)CC(C)(C)C)=O (tert-butyl[6-(2-amino-2-oxoethyl)-4-butoxy-2-neopentyl-1-oxo-1,2-dihydro-3-isoquinolinyl]methylcarbamate). RXN SMILES: [C:1]([O:5][C:6](=[O:33])[NH:7][CH2:8][C:9]1[N:10]([CH2:28][C:29]([CH3:32])([CH3:31])[CH3:30])[C:11](=[O:27])[C:12]2[C:17]([C:18]=1[O:19][CH2:20][CH2:21][CH2:22][CH3:23])=[CH:16][C:15]([CH2:24][C:25]#[N:26])=[CH:14][CH:13]=2)([CH3:4])([CH3:3])[CH3:2].[OH-].[K+].Cl.Cl.C(N=C=NCCCN(C)C)C.[NH4+].[OH:50]N1C2C=CC=CC=2N=N1>C(O)C.O.CN(C)C=O>[C:1]([O:5][C:6](=[O:33])[NH:7][CH2:8][C:9]1[N:10]([CH2:28][C:29]([CH3:32])([CH3:31])[CH3:30])[C:11](=[O:27])[C:12]2[C:17]([C:18]=1[O:19][CH2:20][CH2:21][CH2:22][CH3:23])=[CH:16][C:15]([CH2:24][C:25]([NH2:26])=[O:50])=[CH:14][CH:13]=2)([CH3:4])([CH3:2])[CH3:3] |f:1.2,4.5,6.7|. Procedure: To a solution of tert-butyl[4-butoxy-6-(cyanomethyl)-2-neopentyl-1oxo-1,2-dihydro-3-isoquinolinyl]methylcarbamate (0.45 g, 1 mmol) in ethanol (20 ml) was added a solution of potassium hydroxide (0.40 g, 10 mmol) in water (5 ml). The mixture was refluxed for 10 h. The reaction mixture was poured into water, acidified with 1N hydrochloric acid and extracted with ethyl acetate. The extract was washed with brine, dried over anhydrous magnesium sulfate and concentrated under reduced pressure to give ...